Dataset: the Open Reaction Database (ORD), a public repository of structured organic reaction records. Task: describe an organic reaction: reactants, conditions, products, and yield Starting materials: C(C1=CC=CC=C1)OC([C@H]1N(CCC1)C([C@@H](NP(=O)(CC)CC)C)=O)=O (diethylphosphoryl-L-alanyl-L-proline benzylester). Reagents/catalysts: [C].[Pd] (palladium-carbon). Run in CO (methanol). Reaction conditions: time 3 hour. Yields the product C(C)P(=O)(CC)N[C@@H](C)C(=O)N1[C@H](C(=O)O)CCC1 (diethylphosphoryl-L-alanyl-L-proline). As a reaction SMILES: C([O:8][C:9](=[O:26])[C@@H:10]1[CH2:14][CH2:13][CH2:12][N:11]1[C:15](=[O:25])[C@H:16]([CH3:24])[NH:17][P:18]([CH2:22][CH3:23])([CH2:20][CH3:21])=[O:19])C1C=CC=CC=1>CO.[C].[Pd]>[CH2:20]([P:18]([NH:17][C@H:16]([C:15]([N:11]1[CH2:12][CH2:13][CH2:14][C@H:10]1[C:9]([OH:26])=[O:8])=[O:25])[CH3:24])([CH2:22][CH3:23])=[O:19])[CH3:21] |f:2.3|. Reported procedure: The oily diethylphosphoryl-L-alanyl-L-proline benzylester (8.5 g, 20.6 m mole) was dissolved in methanol and palladium-carbon (2 g) was added thereto. The reductive reaction was carried out for 3 hours. The catalyst was removed by filtration and the solvent was distilled off under reduced pressure to obtain an oily diethylphosphoryl-L-alanyl-L-proline. Reactants: [Br-], COCOCC(C)=CCCC(C)=CCCC(C)=O, C=C[Mg+], [Cl-], [NH4+], C1CCOC1. Yields the product C=CC(C)(O)CCC=C(C)CCC=C(C)COCOC. Reaction SMILES: [Br-:19].[CH3:1][C:2](=[CH:3][CH2:4][CH2:5][C:6]([CH3:7])=[O:8])[CH2:9][CH2:10][CH:11]=[C:12]([CH2:13][O:14][CH2:15][O:16][CH3:17])[CH3:18].[CH:20](=[CH2:21])[Mg+:22].[Cl-:23].[NH4+:24].[O:25]1[CH2:26][CH2:27][CH2:28][CH2:29]1>>[CH3:1][C:2](=[CH:3][CH2:4][CH2:5][C:6]([CH3:7])([OH:8])[CH:20]=[CH2:21])[CH2:9][CH2:10][CH:11]=[C:12]([CH2:13][O:14][CH2:15][O:16][CH3:17])[CH3:18]. The reactants are [OH-].[K+] (KOH), C1(=CC=CC=C1)S(=O)(=O)C=1C(=NN2C1N=C(C=C2N2CCN(CC2)C)C)OCC(=O)OCC (ethyl 2-[3-benzenesulphonyl-5-methyl-7-(4-methyl-piperazin-1-yl)-pyrazolo[1,5-a]pyrimidin-2-yloxy]-acetate). Solvent: O (H2O), O1CCOCC1.C1CCOC1 (dioxan THF). Run at time 2.5 hour. The product is C1(=CC=CC=C1)S(=O)(=O)C=1C(=NN2C1N=C(C=C2N2CCN(CC2)C)C)OCCO (2-[3-benzenesulphonyl-5-methyl-7-(4-methyl-piperazin-1-yl)-pyrazolo[1,5-a]pyrimidin-2-yloxy]-ethanol). Yield: 32382.8%. RXN SMILES: [OH-].[K+].[C:3]1([S:9]([C:12]2[C:13]([O:29][CH2:30][C:31](OCC)=[O:32])=[N:14][N:15]3[C:20]([N:21]4[CH2:26][CH2:25][N:24]([CH3:27])[CH2:23][CH2:22]4)=[CH:19][C:18]([CH3:28])=[N:17][C:16]=23)(=[O:11])=[O:10])[CH:8]=[CH:7][CH:6]=[CH:5][CH:4]=1>O.O1CCOCC1.C1COCC1>[C:3]1([S:9]([C:12]2[C:13]([O:29][CH2:30][CH2:31][OH:32])=[N:14][N:15]3[C:20]([N:21]4[CH2:22][CH2:23][N:24]([CH3:27])[CH2:25][CH2:26]4)=[CH:19][C:18]([CH3:28])=[N:17][C:16]=23)(=[O:10])=[O:11])[CH:4]=[CH:5][CH:6]=[CH:7][CH:8]=1 |f:0.1,4.5|. Procedure: A solution of 0.126 g of KOH in 5 ml of H2O was added to a solution of 0.61 mg of ethyl 2-[3-benzenesulphonyl-5-methyl-7-(4-methyl-piperazin-1-yl)-pyrazolo[1,5-a]pyrimidin-2-yloxy]-acetate in 20 ml of dioxan/THF 1:1 and stirred at RT for 2.5 hrs. The reaction solution was evaporated and the residue was partitioned between H2O and CH2Cl2. The aqueous phase was washed three times with 30 ml of CH2Cl2,and the combined organic phases were dried (MgSO4), filtered and evaporated. Chromatography (SiO2,...